Dataset: the Open Reaction Database (ORD), a public repository of structured organic reaction records. Task: describe an organic reaction: reactants, conditions, products, and yield The reactants are ClC=1C=C(C(=O)OC)C=CC1OC(C)C (Methyl 3-chloro-4-isopropoxybenzoate), [OH-].[Na+] (NaOH). Run in CO (methanol). Yields the product ClC=1C=C(C(=O)O)C=CC1OC(C)C (3-Chloro-4-iso-propoxybenzoic acid). The yield is 83.1%. RXN SMILES: [Cl:1][C:2]1[CH:3]=[C:4]([CH:9]=[CH:10][C:11]=1[O:12][CH:13]([CH3:15])[CH3:14])[C:5]([O:7]C)=[O:6].[OH-].[Na+]>CO>[Cl:1][C:2]1[CH:3]=[C:4]([CH:9]=[CH:10][C:11]=1[O:12][CH:13]([CH3:15])[CH3:14])[C:5]([OH:7])=[O:6] |f:1.2|. Reported procedure: Methyl 3-chloro-4-isopropoxybenzoate (5.5 g, 24.1 mmol) was hydrolysed using 1M NaOH (36 ml) in methanol (80 ml). Extraction and work-up with ethyl acetate gave the title compound (4.3 g). The reactants are COC(=O)c1ccc(-c2ccc3c(c2)C(Nc2cccnc2)CC(C)N3C(C)=O)c(C)c1, CCO, [Na+], [OH-]. Yields the product CC(=O)N1c2ccc(-c3ccc(C(=O)O)cc3C)cc2C(Nc2cccnc2)CC1C. Reaction SMILES: [C:1]([CH3:2])(=[O:3])[N:4]1[CH:5]([CH3:32])[CH2:6][CH:7]([NH:25][c:26]2[cH:27][n:28][cH:29][cH:30][cH:31]2)[c:8]2[cH:9][c:10](-[c:14]3[c:15]([CH3:24])[cH:16][c:17]([C:18](=[O:19])[O:20][CH3:21])[cH:22][cH:23]3)[cH:11][cH:12][c:13]21.[CH3:35][CH2:36][OH:37].[Na+:34].[OH-:33]>>[C:1]([CH3:2])(=[O:3])[N:4]1[CH:5]([CH3:32])[CH2:6][CH:7]([NH:25][c:26]2[cH:27][n:28][cH:29][cH:30][cH:31]2)[c:8]2[cH:9][c:10](-[c:14]3[c:15]([CH3:24])[cH:16][c:17]([C:18](=[O:19])[OH:20])[cH:22][cH:23]3)[cH:11][cH:12][c:13]21. Starting materials: CC(=O)OC=1C=CC=CC1C(=O)O (aspirin), O.C([O-])([O-])=O.[Na+].[Na+] (sodium carbonate hydrate), OS(=O)(=O)O (H2SO4). Solvent: O (water). Reaction conditions: temperature 25 celsius, time 15 minute. The product is C(C)(=O)OC=1C(C(=O)[O-])=CC=CC1.[Na+] (sodium acetylsalicylate). Reaction SMILES: [CH3:1][C:2]([O:4][C:5]1[CH:6]=[CH:7][CH:8]=[CH:9][C:10]=1[C:11]([OH:13])=[O:12])=[O:3].O.C(=O)([O-])[O-].[Na+:19].[Na+].OS(O)(=O)=O>O>[C:2]([O:4][C:5]1[C:10](=[CH:9][CH:8]=[CH:7][CH:6]=1)[C:11]([O-:13])=[O:12])(=[O:3])[CH3:1].[Na+:19] |f:1.2.3.4,7.8|. Procedure details: An aqueous solution of sodium acetylsalicylate was prepared using 50.0 g. of aspirin, 17.3 g. of sodium carbonate hydrate and 1,425 ml. water at room temperature (25° C.). After solution of all solids had occurred, 15.0 g. of instant tea was added while stirring at room temperature (25° C.). To the aqueous solution was added with rapid stirring in about 5-30 seconds 140 ml. of 2N H2SO4 and stirring was continued for 15 minutes at room temperature. The pH of the reaction mixture was after acidifi... The reactants are [BH4-], CO, [Na+], CC(=O)c1cccc(C#CCCn2nc3ccccc3n2)n1. Yields the product CC(O)c1cccc(C#CCCn2nc3ccccc3n2)n1. RXN SMILES: [BH4-:1].[CH3:25][OH:26].[Na+:2].[n:3]1[n:4]([CH2:12][CH2:13][C:14]#[C:15][c:16]2[cH:17][cH:18][cH:19][c:20]([C:22]([CH3:23])=[O:24])[n:21]2)[n:5][c:6]2[c:7]1[cH:8][cH:9][cH:10][cH:11]2>>[n:3]1[n:4]([CH2:12][CH2:13][C:14]#[C:15][c:16]2[cH:17][cH:18][cH:19][c:20]([CH:22]([CH3:23])[OH:24])[n:21]2)[n:5][c:6]2[c:7]1[cH:8][cH:9][cH:10][cH:11]2. Reactants: OBO, Brc1cccnc1, Brc1cncc(Br)c1, O=S(=O)(Oc1cc(-c2ccc(C(F)(F)F)cc2)cc(C2CC2)n1)C(F)(F)F. Product: FC(F)(F)c1ccc(-c2cc(-c3cncc(Br)c3)nc(C3CC3)c2)cc1. Reaction SMILES: [BH:28]([OH:29])[OH:30].[Br:31][c:32]1[cH:33][n:34][cH:35][cH:36][cH:37]1.[Br:38][c:39]1[cH:40][c:41]([Br:42])[cH:43][n:44][cH:45]1.[CH:1]1([c:4]2[cH:5][c:6](-[c:18]3[cH:19][cH:20][c:21]([C:24]([F:25])([F:26])[F:27])[cH:22][cH:23]3)[cH:7][c:8]([O:10][S:11]([C:12]([F:13])([F:14])[F:15])(=[O:16])=[O:17])[n:9]2)[CH2:2][CH2:3]1>>[CH:1]1([c:4]2[cH:5][c:6](-[c:18]3[cH:19][cH:20][c:21]([C:24]([F:25])([F:26])[F:27])[cH:22][cH:23]3)[cH:7][c:8](-[c:36]3[cH:35][n:34][cH:33][c:32]([Br:31])[cH:37]3)[n:9]2)[CH2:2][CH2:3]1. The reactants are CO, CNC(=O)CCC(C(O)CF)[N+](=O)[O-]. Product: CNC(=O)CCC(N)C(O)CF. Reaction SMILES: [CH3:15][OH:16].[CH3:1][NH:2][C:3]([CH2:4][CH2:5][CH:6]([CH:7]([CH2:8][F:9])[OH:10])[N+:11]([O-:12])=[O:13])=[O:14]>>[CH3:1][NH:2][C:3]([CH2:4][CH2:5][CH:6]([CH:7]([CH2:8][F:9])[OH:10])[NH2:11])=[O:14]. Reactants: [Li]CCCC, CN(C)C=O, CCCCCC, CCOC(C)=O, [Cl-], Fc1ccc(CCN2CCC(N3CCc4ccc(Br)cc43)CC2)cc1, [NH4+], C1CCOC1. Product: O=Cc1ccc2c(c1)N(C1CCN(CCc3ccc(F)cc3)CC1)CC2. As a reaction SMILES: [CH2:1]([Li:2])[CH2:3][CH2:4][CH3:5].[CH3:31][N:32]([CH:33]=[O:34])[CH3:35].[CH3:38][CH2:39][CH2:40][CH2:41][CH2:42][CH3:43].[CH3:49][CH2:50][O:51][C:52](=[O:53])[CH3:54].[Cl-:36].[F:6][c:7]1[cH:8][cH:9][c:10]([CH2:11][CH2:12][N:13]2[CH2:14][CH2:15][CH:16]([N:19]3[CH2:20][CH2:21][c:22]4[cH:23][cH:24][c:25]([Br:28])[cH:26][c:27]43)[CH2:17][CH2:18]2)[cH:29][cH:30]1.[NH4+:37].[O:44]1[CH2:45][CH2:46][CH2:47][CH2:48]1>>[F:6][c:7]1[cH:8][cH:9][c:10]([CH2:11][CH2:12][N:13]2[CH2:14][CH2:15][CH:16]([N:19]3[CH2:20][CH2:21][c:22]4[cH:23][cH:24][c:25]([CH:33]=[O:34])[cH:26][c:27]43)[CH2:17][CH2:18]2)[cH:29][cH:30]1. Reactants: O=C(O)C=Cc1ccccc1F, CC(N)c1cccc(Oc2ncccn2)c1. The product is CC(NC(=O)C=Cc1ccccc1F)c1cccc(Oc2ncccn2)c1. Reaction SMILES: [F:1][c:2]1[c:3]([CH:4]=[CH:5][C:6](=[O:7])[OH:8])[cH:9][cH:10][cH:11][cH:12]1.[n:13]1[c:14]([O:19][c:20]2[cH:21][c:22]([CH:26]([CH3:27])[NH2:28])[cH:23][cH:24][cH:25]2)[n:15][cH:16][cH:17][cH:18]1>>[F:1][c:2]1[c:3]([CH:4]=[CH:5][C:6](=[O:8])[NH:28][CH:26]([c:22]2[cH:21][c:20]([O:19][c:14]3[n:13][cH:18][cH:17][cH:16][n:15]3)[cH:25][cH:24][cH:23]2)[CH3:27])[cH:9][cH:10][cH:11][cH:12]1. The reactants are [BH4-], CO, [Na+], COC(=O)C(C)(C)c1ccc(C(=O)CCCN2CCC(C(O)(c3ccccc3)c3ccccc3)CC2)cc1. Product: COC(=O)C(C)(C)c1ccc(C(O)CCCN2CCC(C(O)(c3ccccc3)c3ccccc3)CC2)cc1. RXN SMILES: [BH4-:39].[CH3:41][OH:42].[Na+:40].[OH:1][C:2]([CH:3]1[CH2:4][CH2:5][N:6]([CH2:9][CH2:10][CH2:11][C:12](=[O:13])[c:14]2[cH:15][cH:16][c:17]([C:20]([C:21](=[O:22])[O:23][CH3:24])([CH3:25])[CH3:26])[cH:18][cH:19]2)[CH2:7][CH2:8]1)([c:27]1[cH:28][cH:29][cH:30][cH:31][cH:32]1)[c:33]1[cH:34][cH:35][cH:36][cH:37][cH:38]1>>[OH:1][C:2]([CH:3]1[CH2:4][CH2:5][N:6]([CH2:9][CH2:10][CH2:11][CH:12]([OH:13])[c:14]2[cH:15][cH:16][c:17]([C:20]([C:21](=[O:22])[O:23][CH3:24])([CH3:25])[CH3:26])[cH:18][cH:19]2)[CH2:7][CH2:8]1)([c:27]1[cH:28][cH:29][cH:30][cH:31][cH:32]1)[c:33]1[cH:34][cH:35][cH:36][cH:37][cH:38]1.